From a dataset of the Open Reaction Database (ORD), a public repository of structured organic reaction records. describe an organic reaction: reactants, conditions, products, and yield The reactants are N#Cc1cc(F)cc(Br)c1, COCC(C)O, C[Si](C)(C)[N-][Si](C)(C)C, [Na+], CN(C)C=O, O. Product: COCC(C)Oc1cc(Br)cc(C#N)c1. As a reaction SMILES: [Br:17][c:18]1[cH:19][c:20]([C:21]#[N:22])[cH:23][c:24]([F:26])[cH:25]1.[CH3:11][O:12][CH2:13][CH:14]([CH3:15])[OH:16].[CH3:2][Si:3]([N-:4][Si:5]([CH3:6])([CH3:7])[CH3:8])([CH3:9])[CH3:10].[Na+:1].[O:28]=[CH:29][N:30]([CH3:31])[CH3:32].[OH2:27]>>[CH3:11][O:12][CH2:13][CH:14]([CH3:15])[O:16][c:24]1[cH:23][c:20]([C:21]#[N:22])[cH:19][c:18]([Br:17])[cH:25]1. Reactants: O1C(C1)C1=CC=C2C(=N1)COC(O2)C2=CC=CC=C2 (6-(1,2-epoxyethyl)-2-phenyl-4H-1,3-dioxino-[5,4-b]pyridine), NO (amino alcohol), C(C)(C)(C)NCC1=CC=CC=C1 (N-tert-butylbenzylamine), OC(CN(C(C)(C)C)CC1=CC=CC=C1)C1=CC=CC=N1 (6-[1- hydroxy-2-(N-tert-butylbenzylamino)ethyl]pyridine). Solvent: CO (methanol). Product: OC(CN(C(C)(C)C)CC1=CC=CC=C1)C1=CC=C2C(=N1)COC(O2)C2=CC=CC=C2 (6-[1-Hydroxy-2-(N-tert-butylbenzylamino)ethyl]-2-phenyl-4H-1,3-dioxino[5,4-b]pyridine). As a reaction SMILES: [O:1]1[CH2:3][CH:2]1[C:4]1[N:9]=[C:8]2[CH2:10][O:11][CH:12]([C:14]3[CH:19]=[CH:18][CH:17]=[CH:16][CH:15]=3)[O:13][C:7]2=[CH:6][CH:5]=1.[C:20]([NH:24][CH2:25][C:26]1[CH:31]=[CH:30][CH:29]=[CH:28][CH:27]=1)([CH3:23])([CH3:22])[CH3:21].OC(C1N=CC=CC=1)CN(CC1C=CC=CC=1)C(C)(C)C.NO>CO>[OH:1][CH:2]([C:4]1[N:9]=[C:8]2[CH2:10][O:11][CH:12]([C:14]3[CH:19]=[CH:18][CH:17]=[CH:16][CH:15]=3)[O:13][C:7]2=[CH:6][CH:5]=1)[CH2:3][N:24]([CH2:25][C:26]1[CH:31]=[CH:30][CH:29]=[CH:28][CH:27]=1)[C:20]([CH3:23])([CH3:21])[CH3:22]. Procedure details: A solution of 33.0 g. (0.13 mole) 6-(1,2-epoxyethyl)-2-phenyl-4H-1,3-dioxino-[5,4-b]pyridine and 22.0 g. (0.135 mole) of N-tert-butylbenzylamine in 200 ml. of methanol was heated to the reflux temperature overnight. Upon cooling there deposited 6-[1- hydroxy-2-(N-tert-butylbenzylamino)ethyl]pyridine which was recrystallized from isopropanol to give 29.4 g. (54%) of the amino alcohol m.p. 126°-130° C.